Dataset: the Open Reaction Database (ORD), a public repository of structured organic reaction records. Task: describe an organic reaction: reactants, conditions, products, and yield Reactants: BrC1=CC(=CC=2N(C(=NC21)C2=CC=CC=C2)C2=CC=C(C=C2)C)OC (4-bromo-6-methoxy-1-(4-methylphenyl)-2-phenyl-1H-benzimidazole), Br (hydrobromic acid). Solvent: C(C)(=O)O (acetic acid). Product: BrC1=CC(=CC=2N(C(=NC21)C2=CC=CC=C2)C2=CC=C(C=C2)C)O (4-Bromo-6-hydroxy-1-(4-methylphenyl)-2-phenyl-1H-benzimidazole). As a reaction SMILES: [Br:1][C:2]1[C:10]2[N:9]=[C:8]([C:11]3[CH:16]=[CH:15][CH:14]=[CH:13][CH:12]=3)[N:7]([C:17]3[CH:22]=[CH:21][C:20]([CH3:23])=[CH:19][CH:18]=3)[C:6]=2[CH:5]=[C:4]([O:24]C)[CH:3]=1.Br>C(O)(=O)C>[Br:1][C:2]1[C:10]2[N:9]=[C:8]([C:11]3[CH:12]=[CH:13][CH:14]=[CH:15][CH:16]=3)[N:7]([C:17]3[CH:22]=[CH:21][C:20]([CH3:23])=[CH:19][CH:18]=3)[C:6]=2[CH:5]=[C:4]([OH:24])[CH:3]=1. Procedure: 1.2 g of 4-bromo-6-methoxy-1-(4-methylphenyl)-2-phenyl-1H-benzimidazole, 6 ml of acetic acid and 6 ml of aqueous hydrobromic acid (62%) are boiled for 5.5 hours. Then, it is precipitated with waters and the precipitate is suctioned off. The latter was then dispersed between ethyl acetate and 2N sodium hydroxide solution. After the organic phase was washed with water, it was concentrated by evaporation. The reactants are aldehyde, FC(CCCC=O)=CCC(=CCCCCC=CCCCCC)F (5,8-DIFLUOROEICOSA-5,8,14-TRIENAL), CC(=O)C.OS(=O)(=O)O.O=[Cr](=O)=O (Jones reagent), CC(=O)C.OS(=O)(=O)O.O=[Cr](=O)=O (Jones reagent), C(C)(C)O (isopropanol). Solvent: CC(=O)C (acetone). Reaction conditions: temperature 0 celsius, time 15 minute. The product is FC(CCCC(=O)O)=CCC(=CCCCCC=CCCCCC)F (5,8-DIFLUOROEICOSA-5,8,14-TRIENOIC ACID). The yield is 60.0%. As a reaction SMILES: [F:1][C:2](=[CH:8][CH2:9][C:10]([F:23])=[CH:11][CH2:12][CH2:13][CH2:14][CH2:15][CH:16]=[CH:17][CH2:18][CH2:19][CH2:20][CH2:21][CH3:22])[CH2:3][CH2:4][CH2:5][CH:6]=[O:7].CC(C)=[O:26].OS(O)(=O)=O.O=[Cr](=O)=O.C(O)(C)C>CC(C)=O>[F:1][C:2](=[CH:8][CH2:9][C:10]([F:23])=[CH:11][CH2:12][CH2:13][CH2:14][CH2:15][CH:16]=[CH:17][CH2:18][CH2:19][CH2:20][CH2:21][CH3:22])[CH2:3][CH2:4][CH2:5][C:6]([OH:26])=[O:7] |f:1.2.3|. Reported procedure: To a solution of the aldehyde prepared in 1I (0.2 g, 0.61 mmoles) in acetone (7 ml) cooled to 0° C. was added dropwise 2.67M Jones reagent until the orange color was stable. The mixture was stirred 15 min. at 0° C. The excess of Jones reagent was reacted with isopropanol. The acetone was evaporated under reduced pressure without heating. The residue was taken with water and extracted three times with ethyl acetate. The organic layer was dried over sodium sulfate, filtered and concentrated under ... Reactants: [K] (potassium), [N+](=O)([O-])C=1C=C(C(=CC1)OC)O (4-nitroguaiacol), ClCC(C)=O (chloroacetone), CN(C)C=O (DMF). Solvent: O (water). Run at temperature 80 celsius. Yields the product COC1=C(OCC(C)=O)C=CC(=C1)[N+](=O)[O-] (1-(2-Methoxy-4-nitrophenoxy)propan-2-one). As a reaction SMILES: [K].[N+:2]([C:5]1[CH:6]=[C:7]([OH:13])[C:8]([O:11][CH3:12])=[CH:9][CH:10]=1)([O-:4])=[O:3].Cl[CH2:15][C:16](=[O:18])C.[CH3:19]N(C=O)C>O>[CH3:19][O:13][C:7]1[CH:6]=[C:5]([N+:2]([O-:4])=[O:3])[CH:10]=[CH:9][C:8]=1[O:11][CH2:12][C:16](=[O:18])[CH3:15] |^1:0|. Procedure: A mixture of the potassium salt of 4-nitroguaiacol (2.00 g, 9.65 mmol) and chloroacetone (1.15 mL, 14.5 mmol) in 20 mL of DMF was heated at 80° C. for 3 h. The suspension was cooled to rt and diluted with water. A precipitate formed which was filtered, washed with water and dried under vacuum to afford the title compound (1.63 g) as an off-white solid. 1H NMR (CDCl3) δ 2.29 (s, 3H), 3.96 (s, 3H), 4.71 (s, 2H), 6.74 (d, J=8.80 Hz, 1H), 7.76 (d, J=2.20 Hz, 1H), 7.84 (dd, J=8.79 Hz, 2.20 Hz, 1H); 1... The reactants are CCO, O=C(Cc1cccc([N+](=O)[O-])c1)N1CCOCC1. Product: Nc1cccc(CC(=O)N2CCOCC2)c1. RXN SMILES: [CH3:19][CH2:20][OH:21].[O:1]1[CH2:2][CH2:3][N:4]([C:7]([CH2:8][c:9]2[cH:10][c:11]([N+:15]([O-:16])=[O:17])[cH:12][cH:13][cH:14]2)=[O:18])[CH2:5][CH2:6]1>>[O:1]1[CH2:2][CH2:3][N:4]([C:7]([CH2:8][c:9]2[cH:10][c:11]([NH2:15])[cH:12][cH:13][cH:14]2)=[O:18])[CH2:5][CH2:6]1. As a reaction SMILES: [C:15]1(=[O:19])[CH2:16][CH2:17][CH2:18]1.[CH3:1][Si:2]([CH3:3])([CH3:4])[C:5]#[N:6].[OH:7][c:8]1[cH:9][cH:10][c:11]([NH2:12])[cH:13][cH:14]1>>[C:5](#[N:6])[C:15]1([NH:12][c:11]2[cH:10][cH:9][c:8]([OH:7])[cH:14][cH:13]2)[CH2:16][CH2:17][CH2:18]1. Yields the product N#CC1(Nc2ccc(O)cc2)CCC1. Reactants: O=C1CCC1, C[Si](C)(C)C#N, Nc1ccc(O)cc1. The reactants are ClC1=CC(=CC=C1)C(=O)OO (m-chloroperbenzoic acid), COC=1C(C(=NN(C1)C=1C=NC=CC1)C1=CC=NN1C1=CC=CC=C1)=O (5-methoxy-3-(1-phenyl-1H-pyrazol-5-yl)-1-(pyridin-3-yl)pyridazin-4(1H)-one). The solvent is CN(C)C=O (DMF), CN(C)C=O (DMF). Conditions: time 8 hour. The product is COC=1C(C(=NN(C1)C=1C=[N+](C=CC1)[O-])C1=CC=NN1C1=CC=CC=C1)=O (5-methoxy-1-(1-oxidopyridin-3-yl)-3-(1-phenyl-1H-pyrazol-5-yl)pyridazin-4(1H)-one). As a reaction SMILES: ClC1C=CC=C(C(OO)=[O:9])C=1.[CH3:12][O:13][C:14]1[C:15](=[O:37])[C:16]([C:26]2[N:30]([C:31]3[CH:36]=[CH:35][CH:34]=[CH:33][CH:32]=3)[N:29]=[CH:28][CH:27]=2)=[N:17][N:18]([C:20]2[CH:21]=[N:22][CH:23]=[CH:24][CH:25]=2)[CH:19]=1>CN(C=O)C>[CH3:12][O:13][C:14]1[C:15](=[O:37])[C:16]([C:26]2[N:30]([C:31]3[CH:32]=[CH:33][CH:34]=[CH:35][CH:36]=3)[N:29]=[CH:28][CH:27]=2)=[N:17][N:18]([C:20]2[CH:21]=[N+:22]([O-:9])[CH:23]=[CH:24][CH:25]=2)[CH:19]=1. Procedure: To a DMF solution (2.0 ml) of m-chloroperbenzoic acid (0.398 mg) was added a DMF solution (12.0 ml) of 5-methoxy-3-(1-phenyl-1H-pyrazol-5-yl)-1-(pyridin-3-yl)pyridazin-4(1H)-one at 0° C., and the mixture was stirred overnight at room temperature. The precipitated solid was collected by filtration to give the title compound (168 mg). Reactants: BrC/C=C/COC[C@@H]1CC[C@H](CC1)CN(S(=O)(=O)C1=CC=C(C=C1)C(F)(F)F)C (trans-N-[4-(4-bromo-(E)-but-2-enyloxymethyl)-cyclohexylmethyl]-N-methyl-4-trifluoromethyl-benzenesulfonamide), CN (methylamine). As a reaction SMILES: Br[CH2:2]/[CH:3]=[CH:4]/[CH2:5][O:6][CH2:7][C@H:8]1[CH2:13][CH2:12][C@H:11]([CH2:14][N:15]([CH3:29])[S:16]([C:19]2[CH:24]=[CH:23][C:22]([C:25]([F:28])([F:27])[F:26])=[CH:21][CH:20]=2)(=[O:18])=[O:17])[CH2:10][CH2:9]1.[CH3:30][NH2:31]>CN(C)C(=O)C>[CH3:29][N:15]([CH2:14][C@H:11]1[CH2:12][CH2:13][C@H:8]([CH2:7][O:6][CH2:5]/[CH:4]=[CH:3]/[CH2:2][NH:31][CH3:30])[CH2:9][CH2:10]1)[S:16]([C:19]1[CH:24]=[CH:23][C:22]([C:25]([F:28])([F:27])[F:26])=[CH:21][CH:20]=1)(=[O:18])=[O:17]. Product: CN(S(=O)(=O)C1=CC=C(C=C1)C(F)(F)F)C[C@@H]1CC[C@H](CC1)COC\C=C\CNC (trans-N-methyl-N-[4-(4-methylamino-(E)-but-2-enyloxymethyl)-cyclohexylmethyl]-4-trifluoromethyl-benzenesulfonamide). Reported procedure: In analogy to the method described in example 12. 1, trans-N-[4-(4-bromo-(E)-but-2-enyloxymethyl)-cyclohexylmethyl]-N-methyl-4-trifluoromethyl-benzenesulfonamide was reacted with methylamine in N,N-dimethylacetamide at room temperature to yield trans-N-methyl-N-[4-(4-methylamino-(E)-but-2-enyloxymethyl)-cyclohexylmethyl]-4-trifluoromethyl-benzenesulfonamide as light yellow solid, MS: 449 (MH+). The solvent is CN(C(C)=O)C (N,N-dimethylacetamide). Reactants: C([O-])([O-])=O.[Na+].[Na+] (sodium carbonate), ClC(=O)C1CCN(CC1)C(=O)OCC (4-chlorocarbonyl-1-ethoxycarbonyl-piperidine), N1=CC=CC=C1 (pyridine), [Cl-].BrC=1C(=C(C=C(C1)OC)C[P+](C1=CC=CC=C1)(C1=CC=CC=C1)C1=CC=CC=C1)O ([(3-bromo-2-hydroxy-5-methoxy-phenyl)methyl]-triphenyl-phosphonium chloride). Solvent: C(C)#N (acetonitrile). Run at time 2 hour. The product is [Cl-].BrC=1C(=C(C=C(C1)OC)C[P+](C1=CC=CC=C1)(C1=CC=CC=C1)C1=CC=CC=C1)OC(=O)C1CCN(CC1)C(=O)OCC ([(3-bromo-2-[(1-ethoxycarbonylpiperid-4-yl)carbonyloxy]-5-methoxy-phenyl)methyl]-triphenyl-phosphonium chloride). Isolated yield 66.0%. RXN SMILES: [Cl:1][C:2]([CH:4]1[CH2:9][CH2:8][N:7]([C:10]([O:12][CH2:13][CH3:14])=[O:11])[CH2:6][CH2:5]1)=[O:3].[Cl-].[Br:16][C:17]1[C:18]([OH:45])=[C:19]([CH2:25][P+:26]([C:39]2[CH:44]=[CH:43][CH:42]=[CH:41][CH:40]=2)([C:33]2[CH:38]=[CH:37][CH:36]=[CH:35][CH:34]=2)[C:27]2[CH:32]=[CH:31][CH:30]=[CH:29][CH:28]=2)[CH:20]=[C:21]([O:23][CH3:24])[CH:22]=1.N1C=CC=CC=1.C(=O)([O-])[O-].[Na+].[Na+]>C(#N)C>[Cl-:1].[Br:16][C:17]1[C:18]([O:45][C:2]([CH:4]2[CH2:9][CH2:8][N:7]([C:10]([O:12][CH2:13][CH3:14])=[O:11])[CH2:6][CH2:5]2)=[O:3])=[C:19]([CH2:25][P+:26]([C:39]2[CH:44]=[CH:43][CH:42]=[CH:41][CH:40]=2)([C:27]2[CH:28]=[CH:29][CH:30]=[CH:31][CH:32]=2)[C:33]2[CH:34]=[CH:35][CH:36]=[CH:37][CH:38]=2)[CH:20]=[C:21]([O:23][CH3:24])[CH:22]=1 |f:1.2,4.5.6,8.9|. Reported procedure: With the exclusion of air, 43.9 g of 4-chlorocarbonyl-1-ethoxycarbonyl-piperidine are dissolved in 250 ml of anhydrous acetonitrile (degassed) and 53.4 g of [(3-bromo-2-hydroxy-5-methoxy-phenyl)methyl]-triphenyl-phosphonium chloride are added to the solution. In the course of 30 minutes, at 25° to 30°, 20 g of pyridine are added dropwise to the resulting suspension. The mixture is heated for 5 hours under reflux and is then hydrolysed with 100 ml of sodium carbonate solution (15%); the organic p... Reactants: COC1=CC=C(CN2N=C(C=3C2=NC=CC3OC3=C(C=C(C(=C3)Cl)[N+](=O)[O-])F)C)C=C1 (1-(4-methoxybenzyl)-4-(5-chloro-2-fluoro-4-nitrophenoxy)-3-methyl-1H-pyrazolo[3,4-b]pyridine). Solvent: CCOC(=O)C (EtOAc), C(=O)([O-])[O-].[Na+].[Na+] (Na2CO3). The product is COC1=CC=C(CN2N=C(C=3C2=NC=CC3OC3=CC(=C(C=C3F)N)Cl)C)C=C1 (4-(1-(4-methoxybenzyl)-3-methyl-1H-pyrazolo[3,4-b]pyridin-4-yloxy)-2-chloro-5-fluorobenzenamine). The yield is 84.3%. Reaction SMILES: [CH3:1][O:2][C:3]1[CH:31]=[CH:30][C:6]([CH2:7][N:8]2[C:12]3=[N:13][CH:14]=[CH:15][C:16]([O:17][C:18]4[CH:23]=[C:22]([Cl:24])[C:21]([N+:25]([O-])=O)=[CH:20][C:19]=4[F:28])=[C:11]3[C:10]([CH3:29])=[N:9]2)=[CH:5][CH:4]=1>CCOC(C)=O.C([O-])([O-])=O.[Na+].[Na+]>[CH3:1][O:2][C:3]1[CH:4]=[CH:5][C:6]([CH2:7][N:8]2[C:12]3=[N:13][CH:14]=[CH:15][C:16]([O:17][C:18]4[C:19]([F:28])=[CH:20][C:21]([NH2:25])=[C:22]([Cl:24])[CH:23]=4)=[C:11]3[C:10]([CH3:29])=[N:9]2)=[CH:30][CH:31]=1 |f:2.3.4|. Reported procedure: Prepared by process from Example 92, Step B, substituting 1-(4-methoxybenzyl)-4-(5-chloro-2-fluoro-4-nitrophenoxy)-3-methyl-1H-pyrazolo[3,4-b]pyridine (1.59 g, 3.59 mmol). The reaction mixture was diluted with EtOAc (250 mL) and saturated Na2CO3 (50 mL) was added. The solids were filtered through a celite plug and the organic layer was dried over sodium sulfate and concentrated to provide the desired product (1.25 g, 85%). The crude material was used in the next step without purification. LRMS M...